From a dataset of the Open Reaction Database (ORD), a public repository of structured organic reaction records. describe an organic reaction: reactants, conditions, products, and yield The reactants are crude powder, CN[C@H]1[C@@H](C[C@@H]([C@H]([C@@H]1O)O[C@@H]2[C@@H](CC[C@H](O2)CN)N)N)O (KA-7038 II), CNC[C@@H]1CC[C@H]([C@H](O1)O[C@@H]2[C@H](C[C@H]([C@H]([C@H]2O)NC)OC)N)N (KA-7038 VI), CNC[C@@H]1CC[C@H]([C@H](O1)O[C@@H]2[C@H](C[C@@H]([C@H]([C@H]2O)NC)OC)N)N (KA-7038 III). Product: CN[C@H]1[C@@H](C[C@@H]([C@H]([C@@H]1O)O[C@@H]2[C@@H](CC[C@H](O2)CN)N)N)OC (KA-7038 VII). As a reaction SMILES: CN[C@@H]1[C@@H](O)[C@H](O[C@H]2O[C@H](CN)CC[C@H]2N)[C@@H](N)C[C@H]1O.C[NH:23][CH2:24][C@H:25]1[O:30][C@H:29]([O:31][C@H:32]2[C@H:37]([OH:38])[C@H:36]([NH:39][CH3:40])[C@H:35]([O:41][CH3:42])[CH2:34][C@@H:33]2[NH2:43])[C@H:28]([NH2:44])[CH2:27][CH2:26]1.CNC[C@H]1O[C@H](O[C@H]2[C@H](O)[C@H](NC)[C@@H](OC)C[C@@H]2N)[C@H](N)CC1>>[CH3:40][NH:39][C@@H:36]1[C@@H:37]([OH:38])[C@H:32]([O:31][C@H:29]2[O:30][C@H:25]([CH2:24][NH2:23])[CH2:26][CH2:27][C@H:28]2[NH2:44])[C@@H:33]([NH2:43])[CH2:34][C@H:35]1[O:41][CH3:42]. Reported procedure: Active fractions Nos. 96 to 112 were lyophilized to afford 0.65 g of a crude powder containing substance KA-7038. Lyophilization of active fractions Nos. 113 to 134 afforded 0.4 g of a crude powder of substance KA-7038 I and substance KA-7038 VII. Lyophilization of fractions Nos. 135 to 149 afforded 0.36 g of a crude powder of a mixture of substance KA-7038 I, substance KA-7038 II and substance KA-7038 VI. Furthermore, 0.9 g of a free base of substance KA-7038 III was obtained from fractions Nos...